From a dataset of the Open Reaction Database (ORD), a public repository of structured organic reaction records. describe an organic reaction: reactants, conditions, products, and yield Starting materials: CC(=O)O[BH-](OC(C)=O)OC(C)=O, COc1cc(C=O)cc(OC)c1OC, CCOC(C)=O, ClCCl, CC(C)CC(N)C(=O)N1CCN(C(c2ccc(F)cc2)c2ccc(F)cc2)CC1, [Na+], [Na+], O=C([O-])O. The product is COc1cc(CNC(CC(C)C)C(=O)N2CCN(C(c3ccc(F)cc3)c3ccc(F)cc3)CC2)cc(OC)c1OC. Reaction SMILES: [C:44]([O:45][BH-:46]([O:47][C:48](=[O:49])[CH3:50])[O:51][C:52](=[O:53])[CH3:54])(=[O:55])[CH3:56].[CH3:30][O:31][c:32]1[cH:33][c:34]([CH:35]=[O:36])[cH:37][c:38]([O:42][CH3:43])[c:39]1[O:40][CH3:41].[CH3:66][CH2:67][O:68][C:69]([CH3:70])=[O:71].[Cl:63][CH2:64][Cl:65].[NH2:1][CH:2]([C:3](=[O:4])[N:5]1[CH2:6][CH2:7][N:8]([CH:11]([c:12]2[cH:13][cH:14][c:15]([F:18])[cH:16][cH:17]2)[c:19]2[cH:20][cH:21][c:22]([F:25])[cH:23][cH:24]2)[CH2:9][CH2:10]1)[CH2:26][CH:27]([CH3:28])[CH3:29].[Na+:57].[Na+:62].[O-:58][C:59]([OH:60])=[O:61]>>[NH:1]([CH:2]([C:3](=[O:4])[N:5]1[CH2:6][CH2:7][N:8]([CH:11]([c:12]2[cH:13][cH:14][c:15]([F:18])[cH:16][cH:17]2)[c:19]2[cH:20][cH:21][c:22]([F:25])[cH:23][cH:24]2)[CH2:9][CH2:10]1)[CH2:26][CH:27]([CH3:28])[CH3:29])[CH2:35][c:34]1[cH:33][c:32]([O:31][CH3:30])[c:39]([O:40][CH3:41])[c:38]([O:42][CH3:43])[cH:37]1. Reactants: OC=1C=C(C(=O)OCC)C=CC1[N+](=O)[O-] (ethyl 3-hydroxy-4-nitrobenzoate), BrC(C(=O)OC)CCCBr (methyl 2,5-dibromovalerate). Yields the product BrCCCC(C(=O)OC)OC1=C(C=CC(=C1)C(=O)OCC)[N+](=O)[O-] (methyl 5-bromo-2-(5-ethoxycarbonyl-2-nitrophenoxy)valerate), product. Isolated yield 80.2%. Reaction SMILES: [OH:1][C:2]1[CH:3]=[C:4]([CH:10]=[CH:11][C:12]=1[N+:13]([O-:15])=[O:14])[C:5]([O:7][CH2:8][CH3:9])=[O:6].Br[CH:17]([CH2:22][CH2:23][CH2:24][Br:25])[C:18]([O:20][CH3:21])=[O:19]>>[Br:25][CH2:24][CH2:23][CH2:22][CH:17]([O:1][C:2]1[CH:3]=[C:4]([C:5]([O:7][CH2:8][CH3:9])=[O:6])[CH:10]=[CH:11][C:12]=1[N+:13]([O-:15])=[O:14])[C:18]([O:20][CH3:21])=[O:19]. Reported procedure: By a process similar to that of Reference Example 5, ethyl 3-hydroxy-4-nitrobenzoate was allowed to react with methyl 2,5-dibromovalerate to give methyl 5-bromo-2-(5-ethoxycarbonyl-2-nitrophenoxy)valerate as an oily product (yield: 80.2%). This product was subjected to catalytic reduction to obtain ethyl 2-(3-bromopropyl)-3,4-dihydro-3-oxo-2H-1,4-benzoxazine-7-carboxylate, m.p. 118°-119° C. The yield was 90.7%. Run in CO (methanol). The yield is 57.1%. Procedure details: A suspension of 3-(5,6-dihydro-4H-pyrrolo[3,2,1-ij]quinolin-1-yl)-4(1H-indol-3-yl)pyrrole-2,5-dione (16 g, 43.6 mmol) and 10% palladium on carbon (Pd/C, wet catalyst) (8 g) were stirred under 1 atmosphere of hydrogen in methanol (600 ml) at room temperature for 48 hours. The catalyst was then filtered through a bed of Celite and the filtrate evaporated to dryness. The residue was re-dissolved in methanol and the product precipitated by the addition of cold water. The precipitate was filtered, wa... Reagents/catalysts: [Pd] (palladium on carbon). As a reaction SMILES: [C:1]1([C:13]2[C:14](=[O:28])[NH:15][C:16](=[O:27])[C:17]=2[C:18]2[C:26]3[C:21](=[CH:22][CH:23]=[CH:24][CH:25]=3)[NH:20][CH:19]=2)[C:11]2=[C:12]3[C:7](=[CH:8][CH:9]=[CH:10]2)[CH2:6][CH2:5][CH2:4][N:3]3[CH:2]=1.[H][H]>[Pd].CO>[C:1]1([C@H:13]2[C@@H:17]([C:18]3[C:26]4[C:21](=[CH:22][CH:23]=[CH:24][CH:25]=4)[NH:20][CH:19]=3)[C:16](=[O:27])[NH:15][C:14]2=[O:28])[C:11]2=[C:12]3[C:7](=[CH:8][CH:9]=[CH:10]2)[CH2:6][CH2:5][CH2:4][N:3]3[CH:2]=1. Product: C1(=CN2CCCC3=CC=CC1=C23)[C@@H]2C(NC([C@@H]2C2=CNC3=CC=CC=C23)=O)=O ((+)-cis-3-(5,6-dihydro-4H-pyrrolo[3,2,1-ij]quinolin-1-yl)-4(1H-indol-3-yl)pyrrolidine-2,5-dione). Reactants: C1(=CN2CCCC3=CC=CC1=C23)C=2C(NC(C2C2=CNC3=CC=CC=C23)=O)=O (3-(5,6-dihydro-4H-pyrrolo[3,2,1-ij]quinolin-1-yl)-4(1H-indol-3-yl)pyrrole-2,5-dione), [H][H] (hydrogen). Reactants: C(=O)NC1[C@@H]2N(C(=C(CS2)CO)C(=O)OC(C2=CC=CC=C2)C2=CC=CC=C2)C1=O (benzhydryl 7-formamido-3-hydroxymethyl-3-cephem-4-carboxylate), N,N'-carbonyldiimidazole, O1CCCC1 (tetrahydrofuran), N1CCCCC1 (piperidine), O1CCCC1 (tetrahydrofuran), N1CCCCC1 (piperidine). As a reaction SMILES: [CH:1]([NH:3][CH:4]1[C:29](=[O:30])[N:6]2[C:7]([C:13]([O:15][CH:16]([C:23]3[CH:28]=[CH:27][CH:26]=[CH:25][CH:24]=3)[C:17]3[CH:22]=[CH:21][CH:20]=[CH:19][CH:18]=3)=[O:14])=[C:8]([CH2:11][OH:12])[CH2:9][S:10][C@H:5]12)=[O:2].[NH:31]1[CH2:36][CH2:35][CH2:34][CH2:33][CH2:32]1.[O:37]1CCC[CH2:38]1>>[CH:1]([NH:3][CH:4]1[C:29](=[O:30])[N:6]2[CH:7]([C:13]([O:15][CH:16]([C:17]3[CH:22]=[CH:21][CH:20]=[CH:19][CH:18]=3)[C:23]3[CH:24]=[CH:25][CH:26]=[CH:27][CH:28]=3)=[O:14])[C:8]([CH2:11][O:12][C:38]([N:31]3[CH2:36][CH2:35][CH2:34][CH2:33][CH2:32]3)=[O:37])=[CH:9][S:10][C@H:5]12)=[O:2]. Procedure: To a solution of benzhydryl 7-formamido-3-hydroxymethyl-3-cephem-4-carboxylate (4.24 g) in tetrahydrofuran (80 ml), N,N'-carbonyldiimidazole (1.62 g) was added under ice cooling, followed by stirring at the same temperature for 1 hour and 25 minutes. Then, the resulting solution was added with a solution of piperidine (0.85 g) in tetrahydrofuran (10 ml) and stirred at the same temperature for 1 hour and 20 minutes. Further stirring was conducted for one hour at room temperature. The reaction mix... Reaction conditions: time 25 minute. Product: C(=O)NC1[C@@H]2N(C(C(=CS2)COC(=O)N2CCCCC2)C(=O)OC(C2=CC=CC=C2)C2=CC=CC=C2)C1=O (Benzhydryl 7-formamido-3-(1-piperidinyl)carbonyloxymethyl-2-cephem-4-carboxylate). Starting materials: CC(C)(C)OC(=O)NC1CCc2ccc(OS(=O)(=O)C(F)(F)F)cc2C1, CC(C)OC(C)C, ClCCl. Product: C=Cc1ccc2c(c1)CC(NC(=O)OC(C)(C)C)CC2. RXN SMILES: [C:1]([CH3:2])([CH3:3])([CH3:4])[O:5][C:6](=[O:7])[NH:8][CH:9]1[CH2:10][c:11]2[cH:12][c:13]([O:19][S:20]([C:21]([F:22])([F:23])[F:24])(=[O:25])=[O:26])[cH:14][cH:15][c:16]2[CH2:17][CH2:18]1.[CH:27]([CH3:28])([O:29][CH:30]([CH3:31])[CH3:32])[CH3:33].[Cl:34][CH2:35][Cl:36]>>[C:1]([CH3:2])([CH3:3])([CH3:4])[O:5][C:6](=[O:7])[NH:8][CH:9]1[CH2:10][c:11]2[cH:12][c:13]([CH:27]=[CH2:28])[cH:14][cH:15][c:16]2[CH2:17][CH2:18]1. The reactants are BrC1=NC(=CC=C1)CBr (2-Bromo-6-(bromomethyl)pyridine), Cl.CP1(CCNCC1)=O (4-methyl-1,4-azaphosphinane 4-oxide hydrochloride), CCN(C(C)C)C(C)C (DIEA). Run in CN(C)C=O (DMF). Reaction conditions: time 8 hour. Yields the product BrC1=CC=CC(=N1)CN1CCP(CC1)(C)=O (1-[(6-Bromopyridin-2-yl)methyl]-4-methyl-1,4-azaphosphinane 4-oxide). As a reaction SMILES: [Br:1][C:2]1[CH:7]=[CH:6][CH:5]=[C:4]([CH2:8]Br)[N:3]=1.Cl.[CH3:11][P:12]1(=[O:18])[CH2:17][CH2:16][NH:15][CH2:14][CH2:13]1.CCN(C(C)C)C(C)C>CN(C=O)C>[Br:1][C:2]1[N:3]=[C:4]([CH2:8][N:15]2[CH2:16][CH2:17][P:12](=[O:18])([CH3:11])[CH2:13][CH2:14]2)[CH:5]=[CH:6][CH:7]=1 |f:1.2|. Procedure details: 2-Bromo-6-(bromomethyl)pyridine (Example 190, Step 1) (500 mg, 1.99 mmol), 4-methyl-1,4-azaphosphinane 4-oxide hydrochloride (406 mg, 2.39 mmol, prepared according to the method described in WO 2008/010985), and DIEA (522 μL, 2.99 mmol) were combined in DMF (5.0 mL) and stirred at room temperature overnight. The solvent was then evaporated in vacuo and the crude residue was purified by reverse phase HPLC (MeCN/water w/0.025% TFA) to afford the title compound as a colorless foam. Reactants: CC1(CC(C1)(N1N=CC(=C1)C=1C2=C(N=CN1)N(C=C2)COCC[Si](C)(C)C)CC#N)C (3,3-Dimethyl-1-[4-(7-[2-(trimethylsilyl)ethoxy]methyl-7H-pyrrolo[2,3-d]pyrimidin-4-yl)-1H-pyrazol-1-yl]cyclobutylacetonitrile), FC(C(=O)O)(F)F (trifluoroacetic acid), C(CN)N (ethylenediamine). Run in CO (MeOH). Yields the product CC1(CC(C1)(N1N=CC(=C1)C=1C2=C(N=CN1)NC=C2)CC#N)C (3,3-dimethyl-1-[4-(7H-pyrrolo[2,3-d]pyrimidin-4-yl)-1H-pyrazol-1-yl]cyclobutylacetonitrile). Reaction SMILES: [CH3:1][C:2]1([CH3:31])[CH2:5][C:4]([CH2:28][C:29]#[N:30])([N:6]2[CH:10]=[C:9]([C:11]3[C:12]4[CH:19]=[CH:18][N:17](COCC[Si](C)(C)C)[C:13]=4[N:14]=[CH:15][N:16]=3)[CH:8]=[N:7]2)[CH2:3]1.FC(F)(F)C(O)=O.C(N)CN>CO>[CH3:1][C:2]1([CH3:31])[CH2:5][C:4]([CH2:28][C:29]#[N:30])([N:6]2[CH:10]=[C:9]([C:11]3[C:12]4[CH:19]=[CH:18][NH:17][C:13]=4[N:14]=[CH:15][N:16]=3)[CH:8]=[N:7]2)[CH2:3]1. Procedure: 3,3-Dimethyl-1-[4-(7-[2-(trimethylsilyl)ethoxy]methyl-7H-pyrrolo[2,3-d]pyrimidin-4-yl)-1H-pyrazol-1-yl]cyclobutylacetonitrile (0.020 g, 0.000046 mol) was treated with trifluoroacetic acid (0.5 mL, 0.006 mol) at rt for 30 min and then evaporated to dry. The residue was then shaked with ethylenediamine (0.2 mL, 0.003 mol) in MeOH (1 mL) for 2 h. The reaction was concentrated and purified on prep HPLC (XBridge C18 column, eluting with a gradient of acetonitrile/water containing 0.15% NH4OH) to give... The reactants are solution, [H-].[Al+3].[Li+].[H-].[H-].[H-] (lithium aluminum hydride), C(C=C)N[C@H](C(=O)N1C[C@H](CC1)O)C1=CC=CC=C1 (2-allylamino-1-(3-(S)-hydroxy-pyrrolidin-1-yl)-2-(S)-phenyl-ethanone). Run in O1CCCC1 (tetrahydrofuran). Conditions: time 16 hour. Product: C(C=C)N[C@H](CN1C[C@H](CC1)O)C1=CC=CC=C1 (1-(2-Allylamino-2-(S)-phenyl-ethyl)-pyrrolidin-3-(S)-ol). Yield: 68.3%. As a reaction SMILES: [CH2:1]([NH:4][C@@H:5]([C:14]1[CH:19]=[CH:18][CH:17]=[CH:16][CH:15]=1)[C:6]([N:8]1[CH2:12][CH2:11][C@H:10]([OH:13])[CH2:9]1)=O)[CH:2]=[CH2:3].[H-].[Al+3].[Li+].[H-].[H-].[H-]>O1CCCC1>[CH2:1]([NH:4][C@@H:5]([C:14]1[CH:19]=[CH:18][CH:17]=[CH:16][CH:15]=1)[CH2:6][N:8]1[CH2:12][CH2:11][C@H:10]([OH:13])[CH2:9]1)[CH:2]=[CH2:3] |f:1.2.3.4.5.6|. Procedure: To a stirred solution of 2-allylamino-1-(3-(S)-hydroxy-pyrrolidin-1-yl)-2-(S)-phenyl-ethanone (5.65 g, 15.1 mmol) in anhydrous tetrahydrofuran (60 cm3) cooled to 0° C. in an ice bath was added a 1 M solution of lithium aluminum hydride (22.6 cm3, 22.7 mmol) over 20 minutes. The solution was allowed to warm and stir at ambient temperature for 16 hours. The reaction was cooled to 0° C. in an ice bath and quenched with water (0.860 cm3), 15% sodium hydroxide (0.860 cm3) and water (2.60 cm3) to form... Reported procedure: To a solution of 4-[6-butyl-5-(4-cyclohexyloxy-phenyl)-pyridazin-3-yloxymethyl]-4-fluoro-piperidine-1-carboxylic acid tert-butyl ester (0.15 mmol, 85 mg) in DCM (1 mL) was added 4 N HCl in dioxane (1.5 mL) and the reaction was stirred for 30 min. The volatiles were removed in vacuo and the residue was triturated with anhydrous ethyl ether (2×3 mL) and dried under high vacuum to provide 3-butyl-4-(4-cyclohexyloxy-phenyl)-6-(4-fluoro-piperidin-4-ylmethoxy)-pyridazine dihydrochloride (0.078 g). Reaction SMILES: C(OC([N:8]1[CH2:13][CH2:12][C:11]([CH2:15][O:16][C:17]2[N:18]=[N:19][C:20]([CH2:36][CH2:37][CH2:38][CH3:39])=[C:21]([C:23]3[CH:28]=[CH:27][C:26]([O:29][CH:30]4[CH2:35][CH2:34][CH2:33][CH2:32][CH2:31]4)=[CH:25][CH:24]=3)[CH:22]=2)([F:14])[CH2:10][CH2:9]1)=O)(C)(C)C.[ClH:40]>C(Cl)Cl.O1CCOCC1>[ClH:40].[ClH:40].[CH2:36]([C:20]1[N:19]=[N:18][C:17]([O:16][CH2:15][C:11]2([F:14])[CH2:12][CH2:13][NH:8][CH2:9][CH2:10]2)=[CH:22][C:21]=1[C:23]1[CH:24]=[CH:25][C:26]([O:29][CH:30]2[CH2:31][CH2:32][CH2:33][CH2:34][CH2:35]2)=[CH:27][CH:28]=1)[CH2:37][CH2:38][CH3:39] |f:4.5.6|. Run in C(Cl)Cl (DCM), O1CCOCC1 (dioxane). Conditions: time 30 minute. Reactants: C(C)(C)(C)OC(=O)N1CCC(CC1)(F)COC=1N=NC(=C(C1)C1=CC=C(C=C1)OC1CCCCC1)CCCC (4-[6-butyl-5-(4-cyclohexyloxy-phenyl)-pyridazin-3-yloxymethyl]-4-fluoro-piperidine-1-carboxylic acid tert-butyl ester), Cl (HCl). Product: Cl.Cl.C(CCC)C=1N=NC(=CC1C1=CC=C(C=C1)OC1CCCCC1)OCC1(CCNCC1)F (3-butyl-4-(4-cyclohexyloxy-phenyl)-6-(4-fluoro-piperidin-4-ylmethoxy)-pyridazine dihydrochloride). Starting materials: BrC1=C2C=C(NC2=CC(=C1)F)C(=O)OC (methyl 4-bromo-6-fluoro-1H-indole-2-carboxylate), [H-].[Na+] (NaH), [NH4+].[Cl-] (NH4Cl), BrCCCC(=O)OCC (ethyl 4-bromobutyrate). The reagents and catalysts are [I-].C(CCC)[N+](CCCC)(CCCC)CCCC (tetra-n-butylammonium iodide). The solvent is CN(C)C=O (DMF). Conditions: time 30 minute. Product: BrC1=C2C=C(N(C2=CC(=C1)F)CCCC(=O)OCC)C(=O)OC (methyl 4-bromo-1-(4-ethoxy-4-oxobutyl)-6-fluoro-1H-indole-2-carboxylate). Yield: 92.9%. As a reaction SMILES: [Br:1][C:2]1[CH:10]=[C:9]([F:11])[CH:8]=[C:7]2[C:3]=1[CH:4]=[C:5]([C:12]([O:14][CH3:15])=[O:13])[NH:6]2.[H-].[Na+].Br[CH2:19][CH2:20][CH2:21][C:22]([O:24][CH2:25][CH3:26])=[O:23].[NH4+].[Cl-]>CN(C=O)C.[I-].C([N+](CCCC)(CCCC)CCCC)CCC>[Br:1][C:2]1[CH:10]=[C:9]([F:11])[CH:8]=[C:7]2[C:3]=1[CH:4]=[C:5]([C:12]([O:14][CH3:15])=[O:13])[N:6]2[CH2:19][CH2:20][CH2:21][C:22]([O:24][CH2:25][CH3:26])=[O:23] |f:1.2,4.5,7.8|. Procedure details: To a solution of methyl 4-bromo-6-fluoro-1H-indole-2-carboxylate (10 g, 36.8 mmol) in DMF (100 mL) at 0° C. was added NaH (1.8 g, 44.2 mmol, 60% in oil). The mixture was stirred at r.t. for 30 minutes and tetra-n-butylammonium iodide (500 mg) was added, followed by the addition of ethyl 4-bromobutyrate (10.1 g, 51.5 mmol). The reaction mixture was stirred at r.t. for 3 h, poured into saturated aqueous NH4Cl and the aqueous layer was extracted with EtOAc. The combined organic layers were washed w...